From a dataset of the Open Reaction Database (ORD), a public repository of structured organic reaction records. describe an organic reaction: reactants, conditions, products, and yield The reactants are Cc1cc(C=O)[nH]c1C, C[O-], [Na+], CN(C)C=O, O=C1CSc2ccccc2N1. Yields the product Cc1cc(C=C2Sc3ccccc3NC2=O)[nH]c1C. As a reaction SMILES: [CH3:1][c:2]1[cH:3][c:4]([CH:8]=[O:9])[nH:5][c:6]1[CH3:7].[CH3:21][O-:22].[Na+:23].[O:24]=[CH:25][N:26]([CH3:27])[CH3:28].[S:10]1[CH2:11][C:12](=[O:20])[NH:13][c:14]2[c:15]1[cH:16][cH:17][cH:18][cH:19]2>>[CH3:1][c:2]1[cH:3][c:4]([CH:8]=[C:11]2[S:10][c:15]3[c:14]([cH:19][cH:18][cH:17][cH:16]3)[NH:13][C:12]2=[O:20])[nH:5][c:6]1[CH3:7]. Reactants: ClC=1C=C(C(=O)OCC(C)C)C=C(C1N)Cl (isobutyl 3,5-dichloro-4-amino-benzoate). The solvent is O (water). Conditions: temperature 250 celsius, time 2.5 hour. Product: ClC1=C(N)C(=CC=C1)Cl (2,6-dichloroaniline). Isolated yield 93.8%. Reaction SMILES: [Cl:1][C:2]1[CH:3]=[C:4]([CH:12]=[C:13]([Cl:16])[C:14]=1[NH2:15])C(OCC(C)C)=O>O>[Cl:1][C:2]1[CH:3]=[CH:4][CH:12]=[C:13]([Cl:16])[C:14]=1[NH2:15]. Procedure details: 0.2 mole=55.2 g of isobutyl 3,5-dichloro-4-amino-benzoate were initially introduced into an autoclave together with 250 ml of water. The mixture was stirred at 250° C. for 2.5 hours and the reaction gas formed was continuously removed to maintain a pressure of about 40 bar. The product was recovered by steam distillation. 32 g of 2,6-dichloroaniline were obtained, corresponding to a yield of 98%.